Dataset: the Open Reaction Database (ORD), a public repository of structured organic reaction records. Task: describe an organic reaction: reactants, conditions, products, and yield Procedure details: 5-Bromo-1,3-dihydroindol-2-one (20 mg, 0.1 mmol) was condensed with 3-formyl-4,5,6,7-tetrahydro-2H-isoindole-1-carboxylic acid (3-diethylaminopropyl)amide (30 mg) to give 33 mg (46%) of the title compound as an orange solid. The yield is 67.3%. Reaction SMILES: [Br:1][C:2]1[CH:3]=[C:4]2[C:8](=[CH:9][CH:10]=1)[NH:7][C:6](=[O:11])[CH2:5]2.[CH2:12]([N:14]([CH2:32][CH3:33])[CH2:15][CH2:16][CH2:17][NH:18][C:19]([C:21]1[NH:22][C:23]([CH:30]=O)=[C:24]2[C:29]=1[CH2:28][CH2:27][CH2:26][CH2:25]2)=[O:20])[CH3:13]>>[CH2:32]([N:14]([CH2:12][CH3:13])[CH2:15][CH2:16][CH2:17][NH:18][C:19]([C:21]1[NH:22][C:23]([CH:30]=[C:5]2[C:4]3[C:8](=[CH:9][CH:10]=[C:2]([Br:1])[CH:3]=3)[NH:7][C:6]2=[O:11])=[C:24]2[C:29]=1[CH2:28][CH2:27][CH2:26][CH2:25]2)=[O:20])[CH3:33]. Reactants: BrC=1C=C2CC(NC2=CC1)=O (5-Bromo-1,3-dihydroindol-2-one), C(C)N(CCCNC(=O)C=1NC(=C2CCCCC12)C=O)CC (3-formyl-4,5,6,7-tetrahydro-2H-isoindole-1-carboxylic acid (3-diethylaminopropyl)amide). Product: C(C)N(CCCNC(=O)C=1NC(=C2CCCCC12)C=C1C(NC2=CC=C(C=C12)Br)=O)CC (3-(5-Bromo-2-oxo-1,2-dihydroindol-3-ylidenemethyl)-4,5,6,7-tetrahydro-2H-isoindole-1-carboxylic acid (3-diethylamino-propyl)amide). The reactants are C(CCCCCCCCCCC)N(C)C (Lauryldimethylamine), B(=O)O (metaboric acid), O (Water). Solvent: CCCCCC (hexane). Product: B(O)(O)O.B(O)(O)O.B(O)(O)O.B(O)(O)O.C(CCCCCCCCCCC)N(C)C (lauryldimethylamine tetraborate). RXN SMILES: [CH2:1]([N:13]([CH3:15])[CH3:14])[CH2:2][CH2:3][CH2:4][CH2:5][CH2:6][CH2:7][CH2:8][CH2:9][CH2:10][CH2:11][CH3:12].[B:16]([OH:18])=[O:17].[OH2:19]>CCCCCC>[B:16]([OH:19])([OH:18])[OH:17].[B:16]([OH:19])([OH:18])[OH:17].[B:16]([OH:19])([OH:18])[OH:17].[B:16]([OH:19])([OH:18])[OH:17].[CH2:1]([N:13]([CH3:15])[CH3:14])[CH2:2][CH2:3][CH2:4][CH2:5][CH2:6][CH2:7][CH2:8][CH2:9][CH2:10][CH2:11][CH3:12] |f:4.5.6.7.8|. Procedure details: Lauryldimethylamine (21.3 grams, 0.1 mole) and metaboric acid (4.4 grams, 0.1 mole) were placed in a three-opening flask equipped with an evaporating device and a stirrer and heated at 140° to 150° C. for 1 hour with stirring. About 20 minutes after the onset of the reaction, the reacting content turns to be a nearly transparent, viscous solution. Water produced during the reaction was removed outside the reaction system passing through the evaporating device. After completion of the reaction, t... Reactants: ClCCl, CC1(C)C(=O)C(C)(C)c2cc3[nH]c(SCc4ccccn4)nc3cc21, CCOC(C)=O, O=C(OO)c1cccc(Cl)c1. Product: CC1(C)C(=O)C(C)(C)c2cc3[nH]c(S(=O)Cc4ccccn4)nc3cc21. RXN SMILES: [CH2:43]([Cl:44])[Cl:45].[CH3:12][C:13]1([CH3:36])[C:14](=[O:35])[C:15]([CH3:33])([CH3:34])[c:16]2[cH:17][c:18]3[nH:19][c:20]([S:25][CH2:26][c:27]4[n:28][cH:29][cH:30][cH:31][cH:32]4)[n:21][c:22]3[cH:23][c:24]21.[CH3:37][CH2:38][O:39][C:40](=[O:41])[CH3:42].[Cl:1][c:2]1[cH:3][cH:4][cH:5][c:6]([C:7]([O:8][OH:10])=[O:9])[cH:11]1>>[O:9]=[S:25]([c:20]1[nH:19][c:18]2[cH:17][c:16]3[c:24]([cH:23][c:22]2[n:21]1)[C:13]([CH3:12])([CH3:36])[C:14](=[O:35])[C:15]3([CH3:33])[CH3:34])[CH2:26][c:27]1[n:28][cH:29][cH:30][cH:31][cH:32]1.